Dataset: the Open Reaction Database (ORD), a public repository of structured organic reaction records. Task: describe an organic reaction: reactants, conditions, products, and yield The reactants are COC(C1=C(N=C(C=C1)Cl)N)=O (2-amino-6-chloro-nicotinic acid methyl ester), C(CCC)[Sn](COC)(CCCC)CCCC (tributyl methoxymethyl stannane), [F-].[K+] (potassium fluoride). Reagents/catalysts: [Pd].C1(=CC=CC=C1)P(C1=CC=CC=C1)C1=CC=CC=C1.C1(=CC=CC=C1)P(C1=CC=CC=C1)C1=CC=CC=C1.C1(=CC=CC=C1)P(C1=CC=CC=C1)C1=CC=CC=C1.C1(=CC=CC=C1)P(C1=CC=CC=C1)C1=CC=CC=C1 (tetrakis(triphenylphosphine) palladium). Solvent: CN1C(CCC1)=O (N-methylpyrrolidinone). Reaction conditions: temperature 130 celsius, time 3.5 hour. The product is COC(C1=C(N=C(C=C1)COC)N)=O (2-Amino-6-methoxymethyl-nicotinic acid methyl ester). Yield: 61.8%. RXN SMILES: [CH3:1][O:2][C:3](=[O:12])[C:4]1[CH:9]=[CH:8][C:7](Cl)=[N:6][C:5]=1[NH2:11].C([Sn](CCCC)(CCCC)[CH2:18][O:19][CH3:20])CCC.[F-].[K+]>[Pd].C1(P(C2C=CC=CC=2)C2C=CC=CC=2)C=CC=CC=1.C1(P(C2C=CC=CC=2)C2C=CC=CC=2)C=CC=CC=1.C1(P(C2C=CC=CC=2)C2C=CC=CC=2)C=CC=CC=1.C1(P(C2C=CC=CC=2)C2C=CC=CC=2)C=CC=CC=1.CN1CCCC1=O>[CH3:1][O:2][C:3](=[O:12])[C:4]1[CH:9]=[CH:8][C:7]([CH2:18][O:19][CH3:20])=[N:6][C:5]=1[NH2:11] |f:2.3,4.5.6.7.8|. Procedure details: A mixture of 2-amino-6-chloro-nicotinic acid methyl ester (1.4 g, 7.6 mmol) described in Production Example 4-1-2, tributyl methoxymethyl stannane (3.1 g, 9.1 mmol) described in Production Example 4-1-3, tetrakis(triphenylphosphine) palladium (440 mg, 0.38 mmol) and N-methylpyrrolidinone (20 mL) was stirred for 3.5 hours at 130° C. The reaction mixture was allowed to cool on standing followed by the addition of aqueous potassium fluoride solution while cooling with ice and filtering through Celi... Starting materials: OC1=NOC(=C1C)C1=CC=CC=C1 (3-hydroxy-4-methyl-5-phenylisoxazole), C(Cl)C1CO1 (epichlorohydrin). Conditions: temperature 75 celsius. Yields the product ClCC(CN1OC(=C(C1=O)C)C1=CC=CC=C1)O (2-(3-Chloro-2-hydroxypropyl)-4-methyl-5-phenyl-3-isoxazolone). Isolated yield 71.1%. Reaction SMILES: [OH:1][C:2]1[C:6]([CH3:7])=[C:5]([C:8]2[CH:13]=[CH:12][CH:11]=[CH:10][CH:9]=2)[O:4][N:3]=1.[CH2:14]([CH:16]1[O:18][CH2:17]1)[Cl:15]>>[Cl:15][CH2:14][CH:16]([OH:18])[CH2:17][N:3]1[C:2](=[O:1])[C:6]([CH3:7])=[C:5]([C:8]2[CH:9]=[CH:10][CH:11]=[CH:12][CH:13]=2)[O:4]1. Reported procedure: A mixture of 6.00 g (34.2 mmoles) of 3-hydroxy-4-methyl-5-phenylisoxazole and 6.33 g (68.4 mmoles) of epichlorohydrin was stirred, whilst heating at 75° C., for 5 hours. At the end of this time, the excess epichlorohydrin was removed by distillation under reduced pressure, and the resulting residue was purified by column chromatography through silica gel, using a 2:1 by volume mixture of cyclohexane and ethyl acetate as eluent, to give 6.51 g (yield 71.1%) of the title compound as a colorless po... Starting materials: C(C1=CC=CC=C1)(=O)C=1C(=C2C(=NC1)N(N=C2)CC=2OC=CC2)OCC (5-benzoyl-4-ethoxy-1-(2-furanyl)methyl-1H-pyrazolo[3,4-b]pyridine), C(C)(CC)N (sec. butylamine). Product: C(C1=CC=CC=C1)(=O)C=1C(=C2C(=NC1)N(N=C2)CC=2OC=CC2)NC(C)CC (5-benzoyl-4-sec.butylamino-1-(2-furanyl)methyl-1H-pyrazolo[3,4-b]pyridine). Reaction SMILES: [C:1]([C:9]1[C:10](OCC)=[C:11]2[CH:17]=[N:16][N:15]([CH2:18][C:19]3[O:20][CH:21]=[CH:22][CH:23]=3)[C:12]2=[N:13][CH:14]=1)(=[O:8])[C:2]1[CH:7]=[CH:6][CH:5]=[CH:4][CH:3]=1.[CH:27]([NH2:31])([CH2:29][CH3:30])[CH3:28]>>[C:1]([C:9]1[C:10]([NH:31][CH:27]([CH2:29][CH3:30])[CH3:28])=[C:11]2[CH:17]=[N:16][N:15]([CH2:18][C:19]3[O:20][CH:21]=[CH:22][CH:23]=3)[C:12]2=[N:13][CH:14]=1)(=[O:8])[C:2]1[CH:3]=[CH:4][CH:5]=[CH:6][CH:7]=1. Procedure: 34.7 g. of 5-benzoyl-4-ethoxy-1-(2-furanyl)methyl-1H-pyrazolo[3,4-b]pyridine (0.1 mol.) is refluxed for 10 hours with 50 ml. of sec. butylamine. The excess amine is removed in vacuo and the residue recrystallized from methanol to obtain 5-benzoyl-4-sec.butylamino-1-(2-furanyl)methyl-1H-pyrazolo[3,4-b]pyridine, yield 31 g. (83%), m.p. 112°-114° (methanol). Starting materials: CN(C(=O)c1cc(C(F)(F)F)cc(C(F)(F)F)c1)C1CCNCC1c1ccc(Cl)c(Cl)c1, Cl, O=C(O)C1CCN(C(=O)CO)CC1. The product is CN(C(=O)c1cc(C(F)(F)F)cc(C(F)(F)F)c1)C1CCN(C(=O)C2CCN(C(=O)CO)CC2)CC1c1ccc(Cl)c(Cl)c1. As a reaction SMILES: [Cl:2][c:3]1[cH:4][c:5]([CH:10]2[CH2:11][NH:12][CH2:13][CH2:14][CH:15]2[N:16]([C:17]([c:18]2[cH:19][c:20]([C:28]([F:29])([F:30])[F:31])[cH:21][c:22]([C:24]([F:25])([F:26])[F:27])[cH:23]2)=[O:32])[CH3:33])[cH:6][cH:7][c:8]1[Cl:9].[ClH:1].[OH:34][CH2:35][C:36](=[O:37])[N:38]1[CH2:39][CH2:40][CH:41]([C:44](=[O:45])[OH:46])[CH2:42][CH2:43]1>>[Cl:2][c:3]1[cH:4][c:5]([CH:10]2[CH2:11][N:12]([C:44]([CH:41]3[CH2:40][CH2:39][N:38]([C:36]([CH2:35][OH:34])=[O:37])[CH2:43][CH2:42]3)=[O:45])[CH2:13][CH2:14][CH:15]2[N:16]([C:17]([c:18]2[cH:19][c:20]([C:28]([F:29])([F:30])[F:31])[cH:21][c:22]([C:24]([F:25])([F:26])[F:27])[cH:23]2)=[O:32])[CH3:33])[cH:6][cH:7][c:8]1[Cl:9]. Reactants: ClC1=CC=C(C=C1)C(N1CC(C1)NC(C1=CC=C(C=C1)S(=O)(=O)C)=O)C1=CC=C(C=C1)Cl (N-{1-[bis(4-chlorophenyl)methyl]azetidin-3-yl}-4-methanesulfonylbenzamide), C1(=CC=CC=C1)S(=O)(=O)CCC(=O)O (3-phenylsulfonylpropionic acid), OC1=CC=CC=2NN=NC21 (hydroxybenzotriazole). Run in ClCCl (dichloromethane), ClCCl (dichloromethane), CN(C=O)C (dimethylformamide). Yields the product C(C)(C)N=C=NC(C)C (diisopropylcarbodiimide), ClC1=CC=C(C=C1)C(N1CC(C1)N)C1=CC=C(C=C1)Cl (1-[bis(4-chlorophenyl)methyl]azetidin-3-ylamine). RXN SMILES: C1(S(CCC(O)=O)(=O)=O)C=CC=CC=1.O[C:16]1[C:24]2[N:23]=NN[C:20]=2C=CC=1.[Cl:25][C:26]1[CH:31]=[CH:30][C:29]([CH:32]([C:50]2[CH:55]=[CH:54][C:53]([Cl:56])=[CH:52][CH:51]=2)[N:33]2[CH2:36][CH:35]([NH:37]C(=O)C3C=CC(S(C)(=O)=O)=CC=3)[CH2:34]2)=[CH:28][CH:27]=1>CN(C)C=O.ClCCl>[CH:32]([N:33]=[C:34]=[N:23][CH:24]([CH3:20])[CH3:16])([CH3:50])[CH3:29].[Cl:25][C:26]1[CH:31]=[CH:30][C:29]([CH:32]([C:50]2[CH:55]=[CH:54][C:53]([Cl:56])=[CH:52][CH:51]=2)[N:33]2[CH2:34][CH:35]([NH2:37])[CH2:36]2)=[CH:28][CH:27]=1. Procedure details: By carrying out the operation according to the procedure of Example 31, starting with 58.5 mg of 3-phenylsulfonylpropionic acid, 26.4 mg of hydroxybenzotriazole in solution in 0.5 cm3 of dimethylformamide, 0.0302 cm3 of diisopropylcarbodiimide, a solution of 30 mg of 1-[bis(4-chlorophenyl)methyl]azetidin-3-ylamine in 0.5 cm3 of anhydrous dichloromethane, and 3 cm3 of anhydrous dichloromethane, N-{1-[bis(4-chlorophenyl)methyl]azetidin-3-yl}-4-methanesulfonylbenzamide is obtained in the form of a ... Reactants: C1(=CC=CC=C1)C1(CCCC1)C(=O)O (1-phenylcyclopentanecarboxylic acid), CC(C(C(=O)N[C@H]1CC[C@H]2CN(C[C@H]21)CC2=CC(=CC=C2)C(F)(F)F)C2=CC=CC=C2)C (3-methyl-2-phenyl-N-{(3aS*,4S*,6aR*)-2-[3-(trifluoromethyl)benzyl]octahydrocyclopenta[c]pyrrol-4-yl}butanamide), C(C1=CC=CC=C1)N1C[C@H]2[C@@H](C1)C(CC2)N ((3aS*,6aR*)-2-benzyloctahydrocyclopenta[c]pyrrol-4-amine). Yields the product FC(C=1C=C(CN2C[C@H]3[C@@H](C2)[C@H](CC3)NC(=O)C3CCCC3)C=CC1)(F)F (N-{(3aS*,4S*,6aR*)-2-[3-(trifluoromethyl)benzyl]octahydrocyclopenta[c]pyrrol-4-yl}cyclopentanecarboxamide). Reaction SMILES: C1(C2(C(O)=O)CCCC2)C=CC=CC=1.C[CH:16](C)[CH:17]([C:40]1C=CC=[CH:42][CH:41]=1)[C:18]([NH:20][C@@H:21]1[C@H:28]2[C@H:24]([CH2:25][N:26]([CH2:29][C:30]3[CH:35]=[CH:34][CH:33]=[C:32]([C:36]([F:39])([F:38])[F:37])[CH:31]=3)[CH2:27]2)[CH2:23][CH2:22]1)=[O:19].C(N1C[C@H]2C(N)CC[C@H]2C1)C1C=CC=CC=1>>[F:37][C:36]([F:39])([F:38])[C:32]1[CH:31]=[C:30]([CH:35]=[CH:34][CH:33]=1)[CH2:29][N:26]1[CH2:27][C@H:28]2[C@@H:21]([NH:20][C:18]([CH:17]3[CH2:40][CH2:41][CH2:42][CH2:16]3)=[O:19])[CH2:22][CH2:23][C@H:24]2[CH2:25]1. Procedure: The title compound was prepared by substituting cyclopentanecarboxylic acid for 1-phenylcyclopentanecarboxylic acid and (3aS*,4S*,6aR*)-2-(3-(trifluoromethyl)benzyl)octahydrocyclopenta[c]pyrrol-4-amine from Example 122 Step E for (3aS*,6aR*)-2-benzyloctahydrocyclopenta[c]pyrrol-4-amine in the procedure described for Example 1: 1H NMR (500 MHz, pyridine-d5) δ ppm 7.82 (d, J=6.9, 1H), 7.71 (s, 1H), 7.61 (d, J=7.7, 1H), 7.55 (d, J=7.7, 1H), 7.46 (t, J=7.7, 1H), 4.48-4.41 (m, 1H), 4.07 (q, J=7.1, 1H... Reactants: CCO, O=C(O)c1cc2nc(C(F)(F)F)ccc2cc1[N+](=O)[O-]. The product is Nc1cc2ccc(C(F)(F)F)nc2cc1C(=O)O. As a reaction SMILES: [CH3:21][CH2:22][OH:23].[N+:1]([O-:2])(=[O:3])[c:4]1[cH:5][c:6]2[cH:7][cH:8][c:9]([C:17]([F:18])([F:19])[F:20])[n:10][c:11]2[cH:12][c:13]1[C:14](=[O:15])[OH:16]>>[NH2:1][c:4]1[cH:5][c:6]2[cH:7][cH:8][c:9]([C:17]([F:18])([F:19])[F:20])[n:10][c:11]2[cH:12][c:13]1[C:14](=[O:15])[OH:16]. Starting materials: CC(C)O, NCCO, O, ClC(c1ccccc1)(c1ccccc1)c1ccccc1. The product is OCCNC(c1ccccc1)(c1ccccc1)c1ccccc1. RXN SMILES: [CH:1]([OH:2])([CH3:3])[CH3:4].[NH2:5][CH2:6][CH2:7][OH:8].[OH2:29].[c:9]1([C:15]([Cl:16])([c:17]2[cH:18][cH:19][cH:20][cH:21][cH:22]2)[c:23]2[cH:24][cH:25][cH:26][cH:27][cH:28]2)[cH:10][cH:11][cH:12][cH:13][cH:14]1>>[NH:5]([CH2:6][CH2:7][OH:8])[C:15]([c:9]1[cH:10][cH:11][cH:12][cH:13][cH:14]1)([c:17]1[cH:18][cH:19][cH:20][cH:21][cH:22]1)[c:23]1[cH:24][cH:25][cH:26][cH:27][cH:28]1.